Dataset: the Open Reaction Database (ORD), a public repository of structured organic reaction records. Task: describe an organic reaction: reactants, conditions, products, and yield Starting materials: C(C)(C)(C)OC(=O)N1N=CC(=C1)B1OC(C)(C)C(C)(C)O1 (1-Tert-butoxycarbonyl-4-1H-pyrazoleboronic acid pinacol ester), [O-]P(=O)([O-])[O-].[K+].[K+].[K+] (K3PO4), 2-dicyclohexylphosphinno-2′,6′-dimethoxybiphenyl, BrC1=CC=C(C2=CC=CC=C12)C1=NOC(C1)(C(F)(F)F)C1=CC(=CC(=C1)Cl)Cl (3-(4-bromo-naphthalen-1-yl)-5-(3,5-dichloro-phenyl)-5-trifluoromethyl-4,5-dihydro-isoxazole). Reagents/catalysts: C=1C=CC(=CC1)/C=C/C(=O)/C=C/C2=CC=CC=C2.C=1C=CC(=CC1)/C=C/C(=O)/C=C/C2=CC=CC=C2.C=1C=CC(=CC1)/C=C/C(=O)/C=C/C2=CC=CC=C2.[Pd].[Pd] (Tris(dibenzylideneacetone)dipalladium(0)). Solvent: C1(=CC=CC=C1)C (toluene). Run at temperature 75 celsius. The product is C(C)(C)(C)OC(=O)N1N=CC(=C1)C1=CC=C(C2=CC=CC=C12)C1=NOC(C1)(C(F)(F)F)C1=CC(=CC(=C1)Cl)Cl (4-{4-[5-(3,5-dichloro-phenyl)-5-trifluoromethyl-4,5-dihydro-isoxazol-3-yl]-naphthalen-1-yl}-pyrazole-1-carboxylic acid tert-butyl ester). Reaction SMILES: [C:1]([O:5][C:6]([N:8]1[CH:12]=[C:11](B2OC(C)(C)C(C)(C)O2)[CH:10]=[N:9]1)=[O:7])([CH3:4])([CH3:3])[CH3:2].[O-]P([O-])([O-])=O.[K+].[K+].[K+].Br[C:31]1[C:40]2[C:35](=[CH:36][CH:37]=[CH:38][CH:39]=2)[C:34]([C:41]2[CH2:45][C:44]([C:50]3[CH:55]=[C:54]([Cl:56])[CH:53]=[C:52]([Cl:57])[CH:51]=3)([C:46]([F:49])([F:48])[F:47])[O:43][N:42]=2)=[CH:33][CH:32]=1>C1(C)C=CC=CC=1.C1C=CC(/C=C/C(/C=C/C2C=CC=CC=2)=O)=CC=1.C1C=CC(/C=C/C(/C=C/C2C=CC=CC=2)=O)=CC=1.C1C=CC(/C=C/C(/C=C/C2C=CC=CC=2)=O)=CC=1.[Pd].[Pd]>[C:1]([O:5][C:6]([N:8]1[CH:12]=[C:11]([C:31]2[C:40]3[C:35](=[CH:36][CH:37]=[CH:38][CH:39]=3)[C:34]([C:41]3[CH2:45][C:44]([C:50]4[CH:51]=[C:52]([Cl:57])[CH:53]=[C:54]([Cl:56])[CH:55]=4)([C:46]([F:49])([F:47])[F:48])[O:43][N:42]=3)=[CH:33][CH:32]=2)[CH:10]=[N:9]1)=[O:7])([CH3:2])([CH3:3])[CH3:4] |f:1.2.3.4,7.8.9.10.11|. Reported procedure: 1-Tert-butoxycarbonyl-4-1H-pyrazoleboronic acid pinacol ester (126 mg), Tris(dibenzylideneacetone)dipalladium(0) [Pd2(dba)3 (7 mg)], K3PO4 (185 mg) and 2-dicyclohexylphosphinno-2′,6′-dimethoxybiphenyl (12 mg) are added to a solution of 3-(4-bromo-naphthalen-1-yl)-5-(3,5-dichloro-phenyl)-5-trifluoromethyl-4,5-dihydro-isoxazole (140 mg) in dry toluene (2.4 ml). After 16 hours at 75° C. the reaction is cooled down to room temperature and filtrated. The filtrate is concentrated in vacuo. The crude p... The reactants are O=[N+]([O-])c1cc(Br)cc2cc[nH]c12, CN(C)C=O, O=C1CCC(=O)N1Cl, [Na+], [Na+], C1CCOC1, O=S([O-])([O-])=S. Yields the product O=[N+]([O-])c1cc(Br)cc2c(Cl)c[nH]c12. Reaction SMILES: [Br:1][c:2]1[cH:3][c:4]2[cH:5][cH:6][nH:7][c:8]2[c:9]([N+:11](=[O:12])[O-:13])[cH:10]1.[CH3:14][N:15]([CH3:16])[CH:17]=[O:18].[Cl:19][N:20]1[C:21](=[O:22])[CH2:23][CH2:24][C:25]1=[O:26].[Na+:32].[Na+:33].[O:34]1[CH2:35][CH2:36][CH2:37][CH2:38]1.[S:27]([O-:28])([O-:29])(=[O:30])=[S:31]>>[Br:1][c:2]1[cH:3][c:4]2[c:5]([Cl:19])[cH:6][nH:7][c:8]2[c:9]([N+:11](=[O:12])[O-:13])[cH:10]1.